From a dataset of the Open Reaction Database (ORD), a public repository of structured organic reaction records. describe an organic reaction: reactants, conditions, products, and yield Starting materials: CC(C)(C)OC(=O)N1C2C=C(CCc3ccccc3)CC1CC2, ClCCl, ClCCl, O=C(O)C(F)(F)F, O=c1sc2ccccc2n1CCCI, [K+], [K+], [N-]=C=O, O=C([O-])[O-]. Yields the product O=c1sc2ccccc2n1CCCN1C2C=C(CCc3ccccc3)CC1CC2. RXN SMILES: [C:1]([O:2][C:6](=[O:3])[N:8]1[CH:9]2[CH:10]=[C:11]([CH2:16][CH2:17][c:18]3[cH:19][cH:20][cH:21][cH:22][cH:23]3)[CH2:12][CH:13]1[CH2:14][CH2:15]2)([CH3:4])([CH3:5])[CH3:7].[Cl:47][CH2:48][Cl:49].[Cl:57][CH2:58][Cl:59].[F:50][C:51]([F:52])([F:53])[C:54]([OH:55])=[O:56].[I:24][CH2:25][CH2:26][CH2:27][n:28]1[c:29](=[O:37])[s:30][c:31]2[c:32]1[cH:33][cH:34][cH:35][cH:36]2.[K+:38].[K+:39].[N-:44]=[C:45]=[O:46].[O-:40][C:41]([O-:42])=[O:43]>>[CH2:6]([N:8]1[CH:9]2[CH:10]=[C:11]([CH2:16][CH2:17][c:18]3[cH:19][cH:20][cH:21][cH:22][cH:23]3)[CH2:12][CH:13]1[CH2:14][CH2:15]2)[CH2:26][CH2:27][n:28]1[c:29](=[O:37])[s:30][c:31]2[c:32]1[cH:33][cH:34][cH:35][cH:36]2. The reactants are COC1=C2C(=CC=NC2=C(C=C1OC)[N+](=O)[O-])C (5,6-dimethoxy-4-methyl-8-nitroquinoline). Reagents/catalysts: [Ni] (Raney nickel). The solvent is ethanol-dioxane. Yields the product NC=1C=C(C(=C2C(=CC=NC12)C)OC)OC (8-amino-5,6-dimethoxy-4-methylquinoline). Isolated yield 84.0%. Reaction SMILES: [CH3:1][O:2][C:3]1[C:12]([O:13][CH3:14])=[CH:11][C:10]([N+:15]([O-])=O)=[C:9]2[C:4]=1[C:5]([CH3:18])=[CH:6][CH:7]=[N:8]2>[Ni]>[NH2:15][C:10]1[CH:11]=[C:12]([O:13][CH3:14])[C:3]([O:2][CH3:1])=[C:4]2[C:9]=1[N:8]=[CH:7][CH:6]=[C:5]2[CH3:18]. Procedure details: The nitro compound was reduced catalytically in ethanol-dioxane with use of Raney nickel. An 84% yield of 8-amino-5,6-dimethoxy-4-methylquinoline resulted. It could be crystallized from cyclohexane or from benzene-petroleum ether mixture; mp 108°-110° (softening at 103°). The reactants are ClC1=C(C=C(C=C1)[C@@H]1O[C@@H]([C@H]([C@@H]([C@H]1O)O)O)CO)CC1=CC=C(C=C1)O ((2S,3R,4R,5S,6R)-2-(4-chloro-3-(4-hydroxybenzyl)phenyl)-6-(hydroxymethyl)tetrahydro-2H-pyran-3,4,5-triol), ClC1=C(C=C(C=C1)[C@@H]1O[C@@H]([C@H]([C@@H]([C@H]1O)O)O)CO)CC1=CC=C(C=C1)O ((2S,3R,4R,5S,6R)-2-(4-chloro-3-(4-hydroxybenzyl)phenyl)-6-(hydroxymethyl)tetrahydro-2H-pyran-3,4,5-triol), C(=O)([O-])[O-].[Cs+].[Cs+] (Cs2CO3), BrC/C=C/C1CC1 ((E)-(3-bromoprop-1-enyl)cyclopropane). Solvent: CN(C)C=O (DMF). Reaction conditions: time 3 hour. Yields the product ClC1=C(C=C(C=C1)[C@@H]1O[C@@H]([C@H]([C@@H]([C@H]1O)O)O)CO)CC1=CC=C(C=C1)OC\C=C\C1CC1 ((2S,3R,4R,5S,6R)-2-(4-chloro-3-(4-((E)-3-cyclopropylallyloxy)benzyl)phenyl)-6-(hydroxymethyl)tetrahydro-2H-pyran-3,4,5-triol). As a reaction SMILES: [Cl:1][C:2]1[CH:7]=[CH:6][C:5]([C@H:8]2[C@H:13]([OH:14])[C@@H:12]([OH:15])[C@H:11]([OH:16])[C@@H:10]([CH2:17][OH:18])[O:9]2)=[CH:4][C:3]=1[CH2:19][C:20]1[CH:25]=[CH:24][C:23]([OH:26])=[CH:22][CH:21]=1.C([O-])([O-])=O.[Cs+].[Cs+].Br[CH2:34]/[CH:35]=[CH:36]/[CH:37]1[CH2:39][CH2:38]1>CN(C=O)C>[Cl:1][C:2]1[CH:7]=[CH:6][C:5]([C@H:8]2[C@H:13]([OH:14])[C@@H:12]([OH:15])[C@H:11]([OH:16])[C@@H:10]([CH2:17][OH:18])[O:9]2)=[CH:4][C:3]=1[CH2:19][C:20]1[CH:21]=[CH:22][C:23]([O:26][CH2:34]/[CH:35]=[CH:36]/[CH:37]2[CH2:39][CH2:38]2)=[CH:24][CH:25]=1 |f:1.2.3|. Reported procedure: To a stirred solution of (2S,3R,4R,5S,6R)-2-(4-chloro-3-(4-hydroxybenzyl)phenyl)-6-(hydroxymethyl)tetrahydro-2H-pyran-3,4,5-triol (intermediate D1) (37 mg, 0.097 mmol) in 1.5 ml of DMF was added Cs2CO3 (48 mg, 0.146 mmol) and (E)-(3-bromoprop-1-enyl)cyclopropane (intermediate BY) (50 mg) at room temperature. After stirring for 3 h, the reaction was quenched with 2 ml of ice water. The mixture was extracted 3× with ethyl acetate (5 ml), and the combined organic layers were washed 2× with water (5... Reactants: [Cl-].C(C)OP(OCC)(O)=O (phosphoric acid diethyl ester chloride), C(C#C)O (propargyl alcohol), [Cl-].C(C)OP(OCC)(O)=O (phosphoric acid diethyl ester chloride). Solvent: C(Cl)Cl (methylene chloride). Product: C(C#C)OP(OCC)(OCC)=O (phosphoric acid diethyl propargyl ester). Reaction SMILES: [Cl-].[CH2:2]([O:4][P:5](=O)([OH:9])[O:6][CH2:7][CH3:8])[CH3:3].[CH2:11]([OH:14])[C:12]#[CH:13]>C(Cl)Cl>[CH2:11]([O:14][P:5](=[O:9])([O:6][CH2:7][CH3:8])[O:4][CH2:2][CH3:3])[C:12]#[CH:13] |f:0.1|. Procedure details: 1 mol of phosphoric acid diethyl ester chloride was added dropwise to 1.2 mols of propargyl alcohol at 20°-30° C., while stirring and passing nitrogen through. The mixture was allowed to react at 20°-30° C. for 2 hours and at 50° C. for 1 hour and was then taken up in 500 ml of methylene chloride and the methylene chloride mixture was washed twice with dilute sodium carbonate solution and once with water. On distillation, 0.76 mol of phosphoric acid diethyl ester chloride (boiling point: 76°-53°... The reactants are ClC1=NC=C(C(=N1)N1CCCC1)I (2-chloro-5-iodo-4-(pyrrolidin-1-yl)pyrimidine), C(CCC#C)N1C(C=2C(C1=O)=CC=CC2)=O (N-(4-pentynyl)phthalimide), O (water). Reagents/catalysts: Cl[Pd]([P](C1=CC=CC=C1)(C2=CC=CC=C2)C3=CC=CC=C3)([P](C4=CC=CC=C4)(C5=CC=CC=C5)C6=CC=CC=C6)Cl (bis(triphenylphosphine)palladium(II) dichloride), [Cu]I (copper(I) iodide). Run in CN(C=O)C (N,N-dimethylformamide), C(C)N(CC)CC (triethylamine). Run at time 4 hour. The product is ClC1=NC=C(C(=N1)N1CCCC1)C#CCCCN1C(C2=CC=CC=C2C1=O)=O (2-(5-(2-chloro-4-(pyrrolidin-1-yl)pyrimidin-5-yl)-4-pentyn-1-yl)isoindoline-1,3-dione). Yield: 63.9%. RXN SMILES: [Cl:1][C:2]1[N:7]=[C:6]([N:8]2[CH2:12][CH2:11][CH2:10][CH2:9]2)[C:5](I)=[CH:4][N:3]=1.[CH2:14]([N:19]1[C:23](=[O:24])[C:22]2=[CH:25][CH:26]=[CH:27][CH:28]=[C:21]2[C:20]1=[O:29])[CH2:15][CH2:16][C:17]#[CH:18].O>CN(C)C=O.C(N(CC)CC)C.Cl[Pd](Cl)([P](C1C=CC=CC=1)(C1C=CC=CC=1)C1C=CC=CC=1)[P](C1C=CC=CC=1)(C1C=CC=CC=1)C1C=CC=CC=1.[Cu]I>[Cl:1][C:2]1[N:7]=[C:6]([N:8]2[CH2:12][CH2:11][CH2:10][CH2:9]2)[C:5]([C:18]#[C:17][CH2:16][CH2:15][CH2:14][N:19]2[C:20](=[O:29])[C:21]3[C:22](=[CH:25][CH:26]=[CH:27][CH:28]=3)[C:23]2=[O:24])=[CH:4][N:3]=1 |^1:45,64|. Procedure details: To a suspension of bis(triphenylphosphine)palladium(II) dichloride (1.02 g) and copper(I) iodide (558 mg) in N,N-dimethylformamide (90 mL), triethylamine (10.2 mL), 2-chloro-5-iodo-4-(pyrrolidin-1-yl)pyrimidine (H1, 4.49 g), and N-(4-pentynyl)phthalimide (4.65 g) were added at room temperature under a nitrogen atmosphere, and the mixture was stirred at the same temperature for 4 hours. To the reaction mixture, water was added. The solid matter was taken by filtration, washed with water, then dri...